Dataset: the Open Reaction Database (ORD), a public repository of structured organic reaction records. Task: describe an organic reaction: reactants, conditions, products, and yield Starting materials: ClC=1C=C(C=CC1)CCC1=C(N=C(O1)C)C(=O)OCC (5-[2-(3-Chlorophenyl)ethyl]-2-methyloxazole-4-carboxylic acid, ethyl ester), [OH-].[K+] (potassium hydroxide). The solvent is C(C)O (ethanol), O (water). Yields the product ClC=1C=C(C=CC1)CCC1=C(N=C(O1)C)C(=O)O (5-[2-(3-Chlorophenyl)ethyl]-2-methyloxazole-4-carboxylic acid). RXN SMILES: [Cl:1][C:2]1[CH:3]=[C:4]([CH2:8][CH2:9][C:10]2[O:14][C:13]([CH3:15])=[N:12][C:11]=2[C:16]([O:18]CC)=[O:17])[CH:5]=[CH:6][CH:7]=1.[OH-].[K+]>C(O)C.O>[Cl:1][C:2]1[CH:3]=[C:4]([CH2:8][CH2:9][C:10]2[O:14][C:13]([CH3:15])=[N:12][C:11]=2[C:16]([OH:18])=[O:17])[CH:5]=[CH:6][CH:7]=1 |f:1.2|. Procedure details: A solution of the product from step (iv) (24.36 g) and potassium hydroxide (9 g) in ethanol (250 ml) and water (20 ml) was stirred at room temperature for 4 hours and concentrated under reduced pressure. The residue was suspended in water, acidified with 2N HCl and extracted with ethyl acetate. The combined extracts were washed with water and saturated brine. The organic layer was collected, dried (MgSO4) and solvent evaporated to give the subtitle product. Reactants: OC1=CC=C(C=C1)C=CC1=CC(=CC=C1)OC (4-hydroxy-3'-methoxystilbene), BrCCCCl (1-bromo-3-chloropropane). Yields the product ClCCCOC1=CC=C(C=C1)\C=C\C1=CC(=CC=C1)OC ((E)-4-chloropropoxy-3'-methoxystilbene). Isolated yield 91.6%. RXN SMILES: [OH:1][C:2]1[CH:7]=[CH:6][C:5]([CH:8]=[CH:9][C:10]2[CH:15]=[CH:14][CH:13]=[C:12]([O:16][CH3:17])[CH:11]=2)=[CH:4][CH:3]=1.Br[CH2:19][CH2:20][CH2:21][Cl:22]>>[Cl:22][CH2:21][CH2:20][CH2:19][O:1][C:2]1[CH:7]=[CH:6][C:5](/[CH:8]=[CH:9]/[C:10]2[CH:15]=[CH:14][CH:13]=[C:12]([O:16][CH3:17])[CH:11]=2)=[CH:4][CH:3]=1. Procedure details: The procedures of Example 1 were followed using 4-hydroxy-3'-methoxystilbene (5.0 g, 22 mmol) and 1-bromo-3-chloropropane (4.5 mL, 44 mmol) to give 6.1 g (92%) of (E)-4-chloropropoxy-3'-methoxystilbene as an amber oil. 1NMR (CDCl3): δ7.51-6.74 (m,10H), 4.11 (t,2H), 3.81 (s,3H), 3.72 (t,2H), 2.22 (m,2H). Reactants: COC=1C=C(C(=NC1)CC#N)[N+](=O)[O-] ((5-methoxy-3-nitro-pyridin-2-yl)-acetonitrile), CCO.CCOC(=O)C (EtOH EtOAc). Reagents/catalysts: [Pd] (Pd/C). Run at time 6 hour. The product is COC1=CC=C2C(=N1)C=CN2 (5-Methoxy-1H-pyrrolo[3,2-b]pyridine). Isolated yield 95.0%. Reaction SMILES: CO[C:3]1[CH:4]=[C:5]([N+:12]([O-])=O)[C:6]([CH2:9][C:10]#N)=[N:7][CH:8]=1.C[CH2:16][OH:17].CCOC(C)=O>[Pd]>[CH3:16][O:17][C:8]1[N:7]=[C:6]2[CH:9]=[CH:10][NH:12][C:5]2=[CH:4][CH:3]=1 |f:1.2|. Reported procedure: A suspension of (5-methoxy-3-nitro-pyridin-2-yl)-acetonitrile (Maybridge, 986 mg, 5.1 mmol) and Pd/C (10%, 986 mg) in EtOH/EtOAc (95/5, 50 mL) was shaken for 6 hours under H2 (60 PSI) in Parr apparatus. The reaction mixture was then filtered through a celite pad, and the filter cake was washed with EtOAc (20 mL). The filtrate was concentrated, and the residue was dissolved in EtOAc (50 mL), washed with NaHCO3 (saturated solution, 50 mL), dried over MgSO4, filtered, concentrated, and purified via... The product is NC(=O)c1cnc(N2CCCC(N)C2)cc1Nc1ccc(C(=O)N2CCOCC2)cc1. Starting materials: CC(C)(C)OC(=O)NC1CCCN(c2cc(Nc3ccc(C(=O)N4CCOCC4)cc3)c(C(N)=O)cn2)C1, ClCCl, O=C(O)C(F)(F)F. RXN SMILES: [C:1]([NH2:2])(=[O:3])[c:4]1[c:5]([NH:24][c:25]2[cH:26][cH:27][c:28]([C:31](=[O:32])[N:33]3[CH2:34][CH2:35][O:36][CH2:37][CH2:38]3)[cH:29][cH:30]2)[cH:6][c:7]([N:10]2[CH2:11][CH:12]([NH:16][C:17](=[O:18])[O:19][C:20]([CH3:21])([CH3:22])[CH3:23])[CH2:13][CH2:14][CH2:15]2)[n:8][cH:9]1.[Cl:46][CH2:47][Cl:48].[F:39][C:40]([F:41])([F:42])[C:43]([OH:44])=[O:45]>>[C:1]([NH2:2])(=[O:3])[c:4]1[c:5]([NH:24][c:25]2[cH:26][cH:27][c:28]([C:31](=[O:32])[N:33]3[CH2:34][CH2:35][O:36][CH2:37][CH2:38]3)[cH:29][cH:30]2)[cH:6][c:7]([N:10]2[CH2:11][CH:12]([NH2:16])[CH2:13][CH2:14][CH2:15]2)[n:8][cH:9]1. The reactants are O=Cc1ccc(S(=O)(=O)Cl)cc1, ClCCl, [Na+], O=C([O-])O, OC1CCNCC1. Yields the product O=Cc1ccc(S(=O)(=O)N2CCC(O)CC2)cc1. RXN SMILES: [CH:1](=[O:2])[c:3]1[cH:4][cH:5][c:6]([S:9](=[O:10])(=[O:11])[Cl:12])[cH:7][cH:8]1.[Cl:25][CH2:26][Cl:27].[Na+:24].[O-:20][C:21]([OH:22])=[O:23].[OH:13][CH:14]1[CH2:15][CH2:16][NH:17][CH2:18][CH2:19]1>>[CH:1](=[O:2])[c:3]1[cH:4][cH:5][c:6]([S:9](=[O:10])(=[O:11])[N:17]2[CH2:16][CH2:15][CH:14]([OH:13])[CH2:19][CH2:18]2)[cH:7][cH:8]1. Starting materials: N(=O)OC(C)(C)C (t-butyl nitrite), FC(S(=O)(=O)O)(F)F (trifluoromethanesulfonic acid), NC=1C(=NC=CC1)SCC(=O)OC (3-amino-2-(methoxycarbonyl)methylthiopyridine), ClCCl (dichloromethane). Run in CCCCC (n-pentane), COCCOC (1,2-dimethoxyethane), COCCOC (1,2-dimethoxyethane). Conditions: time 10 minute. The product is C(C)(=O)OC=1C(=NC=CC1)SCC(=O)OC (3-acetoxy-2-(methoxycarbonyl)methylthiopyridine). Isolated yield 15.6%. Reaction SMILES: FC(F)(F)S(O)(=O)=[O:4].N[C:10]1[C:11]([S:16][CH2:17][C:18]([O:20][CH3:21])=[O:19])=[N:12][CH:13]=[CH:14][CH:15]=1.ClCCl.N([O:27][C:28]([CH3:31])(C)C)=O>COCCOC.CCCCC>[C:28]([O:27][C:10]1[C:11]([S:16][CH2:17][C:18]([O:20][CH3:21])=[O:19])=[N:12][CH:13]=[CH:14][CH:15]=1)(=[O:4])[CH3:31]. Procedure: First, 1.92 g of trifluoromethanesulfonic acid was added dropwise to a mixture of 2.54 g of 3-amino-2-(methoxycarbonyl)methylthiopyridine, 6 ml of 1,2-dimethoxyethane, and 2 ml of dichloromethane at −10° C. After stirring at the same temperature for 10 minutes, a solution of 1.59 g of t-butyl nitrite in 1 ml of 1,2-dimethoxyethane was added dropwise to the reaction mixture at −5° C. or lower. After stirring at the same temperature for 30 minutes, n-pentane was poured into the mixture. The lower ... Run in C(C)(=O)OCC (ethyl acetate), O (water), CN(C=O)C (N,N-dimethylformamide). The product is C(C)OC(C(C(=O)OCC)C=1N=C(SC1)NC(CCl)=O)=O (2-(2-monochloroacetamido-4-thiazolyl)malonic acid diethyl ester). Run at time 1 hour. RXN SMILES: [CH2:1]([O:3][C:4](=[O:17])[CH:5]([C:11]1[N:12]=[C:13]([NH2:16])[S:14][CH:15]=1)[C:6]([O:8][CH2:9][CH3:10])=[O:7])[CH3:2].[Cl:18][CH2:19][C:20](Cl)=[O:21]>CN(C)C=O.C(OCC)(=O)C.O>[CH2:1]([O:3][C:4](=[O:17])[CH:5]([C:11]1[N:12]=[C:13]([NH:16][C:20](=[O:21])[CH2:19][Cl:18])[S:14][CH:15]=1)[C:6]([O:8][CH2:9][CH3:10])=[O:7])[CH3:2]. The yield is 99.6%. The reactants are C(C)OC(C(C(=O)OCC)C=1N=C(SC1)N)=O (2-(2-amino-4-thiazolyl)malonic acid diethyl ester), ClCC(=O)Cl (monochloroacetyl chloride). Procedure details: To a solution of 2-(2-amino-4-thiazolyl)malonic acid diethyl ester in N,N-dimethylformamide (10 parts) is added monochloroacetyl chloride (1.3 equivalents) under ice cooling. After stirring under ice cooling for 30 minutes and at room temperature for 1 hour, the reaction mixture is diluted with ethyl acetate and water, washed with water, dried, and concentrated in vacuum to give 2-(2-monochloroacetamido-4-thiazolyl)malonic acid diethyl ester. Yield: 99.6%.